From a dataset of the Open Reaction Database (ORD), a public repository of structured organic reaction records. describe an organic reaction: reactants, conditions, products, and yield Yields the product COC(CC1=CC(=CC=C1)Br)=O ((3-bromo-phenyl)-acetic acid methyl ester). Conditions: temperature 58 celsius. Reported procedure: 3-bromophenylacetic acid (10000 mg, 46.50 mmol) was dissolved in methanol (200 mL) at room temperature and concentrated hydrochloric acid (4 mL) was added. The resulting solution was heated at 58° C. for 2 h then cooled to room temperature at which time the volatiles were removed in vacuo. The crude material was dissolved in ethyl acetate and the solution was carefully poured into a saturated aqueous sodium bicarbonate solution. The phases were separated and the combined organic extracts were dr... The reactants are BrC=1C=C(C=CC1)CC(=O)O (3-bromophenylacetic acid), CO (methanol), Cl (hydrochloric acid). Yield: 96.0%. RXN SMILES: [Br:1][C:2]1[CH:3]=[C:4]([CH2:8][C:9]([OH:11])=[O:10])[CH:5]=[CH:6][CH:7]=1.Cl.[CH3:13]O>>[CH3:13][O:10][C:9](=[O:11])[CH2:8][C:4]1[CH:5]=[CH:6][CH:7]=[C:2]([Br:1])[CH:3]=1.